This data is from the Open Reaction Database (ORD), a public repository of structured organic reaction records. The task is: describe an organic reaction: reactants, conditions, products, and yield Starting materials: solution, [OH-].[Na+] (sodium hydroxide), COC=1C=C2C(=CC=NC2=CC1OC)OC1=CC=C(C=C1)NC(COC1=C(C=CC(=C1)Cl)Cl)=O (N1-{4-[(6,7-Dimethoxy-4-quinolyl)oxy]phenyl}-2-(2,5-dichlorophenoxy)acetamide), Cl (hydrochloric acid). Solvent: O1CCCC1 (tetrahydrofuran), O1CCCC1 (tetrahydrofuran). Run at temperature 0 celsius. The product is ClC1=C(OCCNC2=CC=C(C=C2)OC2=CC=NC3=CC(=C(C=C23)OC)OC)C=C(C=C1)Cl (N-[2-(2,5-Dichlorophenoxy)ethyl]-N-{4-[(6,7-dimethoxy-4-quinolyl)oxy]phenyl}amine). Isolated yield 79.7%. As a reaction SMILES: [CH3:1][O:2][C:3]1[CH:4]=[C:5]2[C:10](=[CH:11][C:12]=1[O:13][CH3:14])[N:9]=[CH:8][CH:7]=[C:6]2[O:15][C:16]1[CH:21]=[CH:20][C:19]([NH:22][C:23](=O)[CH2:24][O:25][C:26]2[CH:31]=[C:30]([Cl:32])[CH:29]=[CH:28][C:27]=2[Cl:33])=[CH:18][CH:17]=1.Cl.[OH-].[Na+]>O1CCCC1>[Cl:33][C:27]1[CH:28]=[CH:29][C:30]([Cl:32])=[CH:31][C:26]=1[O:25][CH2:24][CH2:23][NH:22][C:19]1[CH:20]=[CH:21][C:16]([O:15][C:6]2[C:5]3[C:10](=[CH:11][C:12]([O:13][CH3:14])=[C:3]([O:2][CH3:1])[CH:4]=3)[N:9]=[CH:8][CH:7]=2)=[CH:17][CH:18]=1 |f:2.3|. Procedure: N1-{4-[(6,7-Dimethoxy-4-quinolyl)oxy]phenyl}-2-(2,5-dichlorophenoxy)acetamide (200 mg) was dissolved in tetrahydrofuran (10 ml) to prepare a solution. A 1 M solution (1.3 ml) of a borane-tetrahydrofuran complex in tetrahydrofuran was then added to the solution, and the mixture was stirred with heating under reflux for 2 hr. The reaction solution was cooled to 0° C. and was adjusted to pH=1 by the addition of 1 N hydrochloric acid, followed by stirring with heating under reflux for 30 min. The re... Starting materials: CO, Clc1ncc(Cl)c(Cl)n1, Nc1ccc[nH]c1=O, [Na+], O=C([O-])O, O. Yields the product O=c1[nH]cccc1Nc1nc(Cl)ncc1Cl. RXN SMILES: [CH3:23][OH:24].[Cl:9][c:10]1[n:11][cH:12][c:13]([Cl:17])[c:14]([Cl:16])[n:15]1.[NH2:1][c:2]1[c:3](=[O:8])[nH:4][cH:5][cH:6][cH:7]1.[Na+:22].[O-:18][C:19]([OH:20])=[O:21].[OH2:25]>>[NH:1]([c:2]1[c:3](=[O:8])[nH:4][cH:5][cH:6][cH:7]1)[c:14]1[c:13]([Cl:17])[cH:12][n:11][c:10]([Cl:9])[n:15]1. Starting materials: [H-].[Al+3].[Li+].[H-].[H-].[H-] (lithium aluminum hydride), C(=O)([O-])C(O)C(O)C(=O)[O-].[K+].[Na+] (sodium potassium tartrate), CON(C(=S)C=1NC2=CC=CC=C2C1C1=CC=CC=C1)C (N-Methoxy-N-methyl-3-phenylthioindole-2-carboxamide), C(C)(=O)OCC (Ethyl acetate). The product is C1(=CC=CC=C1)C1=C(NC2=CC=CC=C12)C=S (3-Phenylthioindole-2-carboxaldehyde). Procedure details: N-Methoxy-N-methyl-3-phenylthioindole-2-carboxamide (1.57 g, 5.26 mmol) was dissolved in tetrahydrofuran (150 mL) and cooled to 0° C. under nitrogen. A solution of lithium aluminum hydride in tetrahydrofuran (5.76 mL, 1M) was added slowly via syringe and the reaction stirred a total of 1.5 h. Ethyl acetate (30 mL) was added, followed by saturated sodium potassium tartrate solution. The layers were separated and the organic phase washed with saturated brine and dried over magnesium sulfate. Filtr... Conditions: temperature 0 celsius, time 1.5 hour. Run in O1CCCC1 (tetrahydrofuran), O1CCCC1 (tetrahydrofuran). RXN SMILES: CON(C)[C:4]([C:6]1[NH:7][C:8]2[C:13]([C:14]=1[C:15]1[CH:20]=[CH:19][CH:18]=[CH:17][CH:16]=1)=[CH:12][CH:11]=[CH:10][CH:9]=2)=[S:5].[H-].[Al+3].[Li+].[H-].[H-].[H-].C(OCC)(=O)C.C(C(C(C([O-])=O)O)O)([O-])=O.[K+].[Na+]>O1CCCC1>[C:15]1([C:14]2[C:13]3[C:8](=[CH:9][CH:10]=[CH:11][CH:12]=3)[NH:7][C:6]=2[CH:4]=[S:5])[CH:16]=[CH:17][CH:18]=[CH:19][CH:20]=1 |f:1.2.3.4.5.6,8.9.10|. The reactants are C(C)(C)N(C(C)C)CC (N,N-diisopropylethylamine), CS(=O)C (dimethyl sulfoxide), ClC1=C(C=C(C=C1)Cl)S(=O)(=O)OC=1C=C(OCCCO)C=C(C1)C (3-[3-(2,5-dichlorophenylsulfonyloxy)-5-methylphenoxy]propanol). Run in ClCCl (dichloromethane). Reaction conditions: time 1 hour. Yields the product ClC1=C(C=C(C=C1)Cl)S(=O)(=O)OC=1C=C(OCCC=O)C=C(C1)C (3-[3-(2,5-Dichlorophenylsulfonyloxy)-5-methylphenoxy]propionaldehyde). The yield is 90.8%. RXN SMILES: [Cl:1][C:2]1[CH:7]=[CH:6][C:5]([Cl:8])=[CH:4][C:3]=1[S:9]([O:12][C:13]1[CH:14]=[C:15]([CH:21]=[C:22]([CH3:24])[CH:23]=1)[O:16][CH2:17][CH2:18][CH2:19][OH:20])(=[O:11])=[O:10].C(N(CC)C(C)C)(C)C.CS(C)=O>ClCCl>[Cl:1][C:2]1[CH:7]=[CH:6][C:5]([Cl:8])=[CH:4][C:3]=1[S:9]([O:12][C:13]1[CH:14]=[C:15]([CH:21]=[C:22]([CH3:24])[CH:23]=1)[O:16][CH2:17][CH2:18][CH:19]=[O:20])(=[O:11])=[O:10]. Procedure: Sulfur trioxide pyridine complex (720 mg, 4.5 mmol) was added to a solution of 3-[3-(2,5-dichlorophenylsulfonyloxy)-5-methylphenoxy]propanol (580 mg, 1.5 mmol), as prepared in the preceding step, N,N-diisopropylethylamine (0.7 mL, 5.5 mmol) and anhydrous dimethyl sulfoxide (0.3 mL, 4.2 mmol) in anhydrous dichloromethane (15 mL). The reaction mixture was stirred at ambient temperature for 1 hour and then quenched with 10% aqueous citric acid (50 mL). The mixture was extracted into dichloromethane...